Dataset: the Open Reaction Database (ORD), a public repository of structured organic reaction records. Task: describe an organic reaction: reactants, conditions, products, and yield Yields the product O=Cc1nc(-c2ccncc2)c(-c2ccc(F)cc2)o1. Starting materials: C[Si](C)(C)[N-][Si](C)(C)C, CCOCC, O=CN1CCOCC1, Fc1ccc(-c2ocnc2-c2ccncc2)cc1, [Li+], C1CCOC1. As a reaction SMILES: [CH3:19][Si:20]([N-:21][Si:22]([CH3:23])([CH3:24])[CH3:25])([CH3:26])[CH3:27].[CH3:37][CH2:38][O:39][CH2:40][CH3:41].[CH:29](=[O:30])[N:31]1[CH2:32][CH2:33][O:34][CH2:35][CH2:36]1.[F:1][c:2]1[cH:3][cH:4][c:5](-[c:8]2[c:9](-[c:13]3[cH:14][cH:15][n:16][cH:17][cH:18]3)[n:10][cH:11][o:12]2)[cH:6][cH:7]1.[Li+:28].[O:42]1[CH2:43][CH2:44][CH2:45][CH2:46]1>>[F:1][c:2]1[cH:3][cH:4][c:5](-[c:8]2[c:9](-[c:13]3[cH:14][cH:15][n:16][cH:17][cH:18]3)[n:10][c:11]([CH:29]=[O:30])[o:12]2)[cH:6][cH:7]1. Starting materials: [OH-].[Na+] (NaOH), C(C)(=O)OC(C)=O (Acetic anhydride), NC1=CC=CC=C1 (aniline), CC=1C=C(N)C=C(C1)C (3,5-Dimethylaniline). Solvent: C1CCOC1 (THF). Product: CC=1C=C(C=C(C1)C)NC(C)=O (N-(3,5-Dimethylphenyl)acetamide). The yield is 99.0%. Reaction SMILES: C(O[C:5](=[O:7])[CH3:6])(=O)C.[CH3:8][C:9]1[CH:10]=[C:11]([CH:13]=[C:14]([CH3:16])[CH:15]=1)[NH2:12].NC1C=CC=CC=1.[OH-].[Na+]>C1COCC1>[CH3:8][C:9]1[CH:10]=[C:11]([NH:12][C:5](=[O:7])[CH3:6])[CH:13]=[C:14]([CH3:16])[CH:15]=1 |f:3.4|. Reported procedure: Acetic anhydride (2.84 mL, 30 mmol) was dissolved in dry THF (10 mL), purged with N2 and brought to 0° C. 3,5-Dimethylaniline (1.25 mL, 10 mmol) was then added dropwise. After the addition of the aniline, the reaction was allowed to warm to room temperature and stirred for an additional hour. The solution was then poured over ice and 1 M NaOH (aq) was added until the pH was between 12 and 14. The precipitate was filtered, dissolved in DCM and dried over Na2SO4. The drying agent was filtered and ... Reactants: C[C@H]1CO[C@H]2N1C(C=1N(C2)C=C(C(C1OC)=O)C(=O)O)=O ((3S,11aR)-3-Methyl-6-(methyloxy)-5,7-dioxo-2,3,5,7,11,11a-hexahydro[1,3]oxazolo[3,2-a]pyrido[1,2-d]pyrazine-8-carboxylic acid), C(=O)(N1C=NC=C1)N1C=NC=C1 (1,1′-carbonyldiimidazole), FC1=C(CN)C=CC(=C1)F (2,4-difluorobenzylamine). Run in COCCOC (1,2-dimethoxyethane). Run at temperature 80 celsius, time 1 hour. Yields the product FC1=C(C=CC(=C1)F)CNC(=O)C=1C(C(=C2N(C[C@@H]3N(C2=O)[C@H](CO3)C)C1)OC)=O ((3S,11aR)—N-[(2,4-Difluorophenyl)methyl]-3-methyl-6-(methyloxy)-5,7-dioxo-2,3,5,7,11,11a-hexahydro[1,3]oxazolo[3,2-a]pyrido[1,2-d]pyrazine-8-carboxamide). Reaction SMILES: [CH3:1][C@@H:2]1[N:6]2[C:7](=[O:21])[C:8]3[N:9]([CH:11]=[C:12]([C:18]([OH:20])=O)[C:13](=[O:17])[C:14]=3[O:15][CH3:16])[CH2:10][C@H:5]2[O:4][CH2:3]1.C(N1C=CN=C1)(N1C=CN=C1)=O.[F:34][C:35]1[CH:42]=[C:41]([F:43])[CH:40]=[CH:39][C:36]=1[CH2:37][NH2:38]>COCCOC>[F:34][C:35]1[CH:42]=[C:41]([F:43])[CH:40]=[CH:39][C:36]=1[CH2:37][NH:38][C:18]([C:12]1[C:13](=[O:17])[C:14]([O:15][CH3:16])=[C:8]2[C:7](=[O:21])[N:6]3[C@@H:2]([CH3:1])[CH2:3][O:4][C@@H:5]3[CH2:10][N:9]2[CH:11]=1)=[O:20]. Procedure: (3S,11aR)-3-Methyl-6-(methyloxy)-5,7-dioxo-2,3,5,7,11,11a-hexahydro[1,3]oxazolo[3,2-a]pyrido[1,2-d]pyrazine-8-carboxylic acid (3.00 g) and 1,1′-carbonyldiimidazole (CDI) (2.15 g) were slurried in 1,2-dimethoxyethane (DME) (30 mL). The mixture was heated to 80° C. for 1 h. The resulting solution was cooled to 20° C., then treated with 2,4-difluorobenzylamine (1.45 mL). After stirring for 1 h, the mixture was quenched with water (30 mL) and DME was removed under reduced pressure. The product was c... Yields the product CCN(CC)CCCc1ccc2[nH]c(C=C3C(=O)Nc4ccccc43)cc2c1. Starting materials: CCN(CC)CCCc1ccc2[nH]c(C=O)cc2c1, C1CCNCC1, CCO, O=C1Cc2ccccc2N1. As a reaction SMILES: [CH2:11]([CH3:12])[N:13]([CH2:14][CH2:15][CH2:16][c:17]1[cH:18][c:19]2[cH:20][c:21]([CH:26]=[O:27])[nH:22][c:23]2[cH:24][cH:25]1)[CH2:28][CH3:29].[CH2:30]1[CH2:31][CH2:32][NH:33][CH2:34][CH2:35]1.[CH3:36][CH2:37][OH:38].[NH:1]1[C:2](=[O:10])[CH2:3][c:4]2[cH:5][cH:6][cH:7][cH:8][c:9]21>>[NH:1]1[C:2](=[O:10])[C:3](=[CH:26][c:21]2[cH:20][c:19]3[cH:18][c:17]([CH2:16][CH2:15][CH2:14][N:13]([CH2:11][CH3:12])[CH2:28][CH3:29])[cH:25][cH:24][c:23]3[nH:22]2)[c:4]2[cH:5][cH:6][cH:7][cH:8][c:9]21. Reactants: Cl[Al](Cl)Cl, O=C(Cl)c1ccc(Cl)cc1, COc1cccc(F)c1, O=[N+]([O-])c1ccccc1. Yields the product COc1ccc(C(=O)c2ccc(Cl)cc2)c(F)c1. RXN SMILES: [Cl:1][Al:2]([Cl:3])[Cl:4].[Cl:5][C:6](=[O:7])[c:8]1[cH:9][cH:10][c:11]([Cl:12])[cH:13][cH:14]1.[F:15][c:16]1[cH:17][c:18]([O:22][CH3:23])[cH:19][cH:20][cH:21]1.[O-:24][N+:25]([c:26]1[cH:27][cH:28][cH:29][cH:30][cH:31]1)=[O:32]>>[C:6](=[O:7])([c:8]1[cH:9][cH:10][c:11]([Cl:12])[cH:13][cH:14]1)[c:21]1[c:16]([F:15])[cH:17][c:18]([O:22][CH3:23])[cH:19][cH:20]1. Starting materials: Cc1ccccc1, O=C=NS(=O)(=O)Cl, Nc1ccc([N+](=O)[O-])cc1[N+](=O)[O-], O. Yields the product NC(=O)Nc1ccc([N+](=O)[O-])cc1[N+](=O)[O-]. As a reaction SMILES: [CH3:14][c:15]1[cH:16][cH:17][cH:18][cH:19][cH:20]1.[Cl:21][S:22](=[O:23])(=[O:24])[N:25]=[C:26]=[O:27].[NH2:1][c:2]1[cH:3][cH:4][c:5]([N+:11]([O-:12])=[O:13])[cH:6][c:7]1[N+:8]([O-:9])=[O:10].[OH2:28]>>[NH:1]([c:2]1[cH:3][cH:4][c:5]([N+:11]([O-:12])=[O:13])[cH:6][c:7]1[N+:8]([O-:9])=[O:10])[C:26]([NH2:25])=[O:27]. The reactants are tetrakis(triphenylphosphine)pallafium(0), C(C)(C)(C)O[C@H](C(=O)OC)C=1C(=NC=2N(C1Cl)N=C(C2)C2=CC=1CCCCC1C=C2)C ((S)-methyl 2-(tert-butoxy)-2-(7-chloro-5-methyl-2-(5,6,7,8-tetrahydronaphthalen-2-yl)pyrazolo[1,5-a]pyrimidin-6-yl)acetate), FC=1C=C(C(=C2CCCOC12)C)B1OC(C(O1)(C)C)(C)C (2-(8-fluoro-5-methylchroman-6-yl)-4,4,5,5-tetramethyl-1,3,2-dioxaborolane), C(=O)([O-])[O-].[Na+].[Na+] (Na2CO3). The solvent is CN(C)C=O (DMF). Conditions: temperature 120 celsius. Yields the product C(C)(C)(C)O[C@H](C(=O)OC)C=1C(=NC=2N(C1C=1C(=C3CCCOC3=C(C1)F)C)N=C(C2)C2=CC=1CCCCC1C=C2)C ((2S)-methyl 2-(tert-butoxy)-2-(7-(8-fluoro-5-methylchroman-6-yl)-5-methyl-2-(5,6,7,8-tetrahydronaphthalen-2-yl)pyrazolo[1,5-a]pyrimidin-6-yl)acetate). Isolated yield 41.6%. RXN SMILES: [C:1]([O:5][C@@H:6]([C:11]1[C:12]([CH3:31])=[N:13][C:14]2[N:15]([N:18]=[C:19]([C:21]3[CH:30]=[CH:29][C:28]4[CH2:27][CH2:26][CH2:25][CH2:24][C:23]=4[CH:22]=3)[CH:20]=2)[C:16]=1Cl)[C:7]([O:9][CH3:10])=[O:8])([CH3:4])([CH3:3])[CH3:2].[F:32][C:33]1[CH:34]=[C:35](B2OC(C)(C)C(C)(C)O2)[C:36]([CH3:43])=[C:37]2[C:42]=1[O:41][CH2:40][CH2:39][CH2:38]2.C([O-])([O-])=O.[Na+].[Na+]>CN(C=O)C>[C:1]([O:5][C@@H:6]([C:11]1[C:12]([CH3:31])=[N:13][C:14]2[N:15]([N:18]=[C:19]([C:21]3[CH:30]=[CH:29][C:28]4[CH2:27][CH2:26][CH2:25][CH2:24][C:23]=4[CH:22]=3)[CH:20]=2)[C:16]=1[C:35]1[C:36]([CH3:43])=[C:37]2[C:42](=[C:33]([F:32])[CH:34]=1)[O:41][CH2:40][CH2:39][CH2:38]2)[C:7]([O:9][CH3:10])=[O:8])([CH3:4])([CH3:3])[CH3:2] |f:2.3.4|. Procedure: A mixture of (S)-methyl 2-(tert-butoxy)-2-(7-chloro-5-methyl-2-(5,6,7,8-tetrahydronaphthalen-2-yl)pyrazolo[1,5-a]pyrimidin-6-yl)acetate (50 mg, 0.113 mmol), 2-(8-fluoro-5-methylchroman-6-yl)-4,4,5,5-tetramethyl-1,3,2-dioxaborolane (36.4 mg, 0.124 mmol) and 2M Na2CO3 (0.113 mL, 0.226 mmol) in DMF (1.5 mL) was added tetrakis(triphenylphosphine)pallafium(0) (13.07 mg, 0.011 mmol) and the mixture was subjected to microwave heating at 120° C. for 1 h. The mixture was then filtered and purified by pre... Reactants: OC[C@@H]1N(CCC1)C(=O)OC(C)(C)C ((R)-2-(hydroxymethyl)-1pyrrolidinecarboxylic acid, 1,1-dimethylethyl ester), C(Cl)Cl (methylene chloride), [Cr](=O)(=O)([O-])Cl.[NH+]1=CC=CC=C1 (pyridinium chlorochromate). The solvent is chlorinated hydrocarbon, C(C)(=O)O (acetic acid). The product is CC(C)(C)OC(=O)N1[C@H](CCC1)C=O ((R)-2-formyl-1-pyrrolidinecarboxylic acid 1,1-dimethylethyl ester). Reaction SMILES: [OH:1][CH2:2][C@H:3]1[CH2:7][CH2:6][CH2:5][N:4]1[C:8]([O:10][C:11]([CH3:14])([CH3:13])[CH3:12])=[O:9].C(Cl)Cl.[Cr](Cl)([O-])(=O)=O.[NH+]1C=CC=CC=1>C(O)(=O)C>[CH3:14][C:11]([O:10][C:8]([N:4]1[CH2:5][CH2:6][CH2:7][C@@H:3]1[CH:2]=[O:1])=[O:9])([CH3:12])[CH3:13] |f:2.3|. Reported procedure: In accordance with Scheme I, N-α-t-BOC-D-proline 2a is reacted in an ether solvent such as tetrahydrofuran at a temperature ranging from -2° C. to the reflux temperature of the solvent with 10M borane-methyl sulfide complex to produce (R)-2-(hydroxymethyl)-1pyrrolidinecarboxylic acid, 1,1-dimethylethyl ester 3a. Compound 3a in a chlorinated hydrocarbon solvent such as methylene chloride is treated with an oxidizing agent such as pyridinium chlorochromate, 4Å molecular sieves and glacial acetic a...